Dataset: the Open Reaction Database (ORD), a public repository of structured organic reaction records. Task: describe an organic reaction: reactants, conditions, products, and yield Reactants: CN1N=C(N=C1NCCCCOC1=CC(=CC=C1)CN1CCCCC1)CO (1-methyl-5-[4-[3-(1-piperidinylmethyl)phenoxy]butyl]amino-1H-1,2,4-triazole-3-methanol), S(=O)(Cl)Cl (thionyl chloride). Conditions: time 2 hour. The product is ClCC1=NN(C(=N1)NCCCCOC1=CC(=CC=C1)CN1CCCCC1)C (3-(Chloromethyl)-1-methyl-N-[4-[3-(1-piperidinylmethyl)phenoxy]butyl]-1H-1,2,4-triazole-5-amine). Reaction SMILES: [CH3:1][N:2]1[C:6]([NH:7][CH2:8][CH2:9][CH2:10][CH2:11][O:12][C:13]2[CH:18]=[CH:17][CH:16]=[C:15]([CH2:19][N:20]3[CH2:25][CH2:24][CH2:23][CH2:22][CH2:21]3)[CH:14]=2)=[N:5][C:4]([CH2:26]O)=[N:3]1.S(Cl)([Cl:30])=O>>[Cl:30][CH2:26][C:4]1[N:5]=[C:6]([NH:7][CH2:8][CH2:9][CH2:10][CH2:11][O:12][C:13]2[CH:18]=[CH:17][CH:16]=[C:15]([CH2:19][N:20]3[CH2:25][CH2:24][CH2:23][CH2:22][CH2:21]3)[CH:14]=2)[N:2]([CH3:1])[N:3]=1. Reported procedure: A mixture of 1-methyl-5-[4-[3-(1-piperidinylmethyl)phenoxy]butyl]amino-1H-1,2,4-triazole-3-methanol (0.75 g) and thionyl chloride (4 ml) was stirred at room temperature for 2 h. The mixture was evaporated in vacuo and the residue was dissolved in chloroform and washed with sodium bicarbonate. The organic extract was dried and evaporated to give the title compound as an oil (0.75 g) T.l.c. System E Rf 0.65.